The task is: describe an organic reaction: reactants, conditions, products, and yield. This data is from the Open Reaction Database (ORD), a public repository of structured organic reaction records. Reactants: CC(=O)O (AcOH), C(C)(=O)O[BH-](OC(C)=O)OC(C)=O.[Na+] (sodium triacetoxyborohydride), ClC=1C=C(C=CC1OC(C)C)C1=NN=C(S1)C=1C(=C(C=CC1)CC=O)CC ([3-(5-{3-chloro-4-[(1-methylethyl)oxy]phenyl}-1,3,4-thiadiazol-2-yl)-2-ethylphenyl]acetaldehyde), N1CC(CC1)C(=O)O (3-pyrrolidinecarboxylic acid). The solvent is ClCCl (dichloromethane), O (Water). Reaction conditions: time 10 minute. The product is ClC=1C=C(C=CC1OC(C)C)C1=NN=C(S1)C=1C(=C(C=CC1)CCN1CC(CC1)C(=O)O)CC (1-{2-[3-(5-{3-chloro-4-[(1-methylethyl)oxy]phenyl}-1,3,4-thiadiazol-2-yl)-2-ethylphenyl]ethyl}-3-pyrrolidinecarboxylic acid). Yield: 29.7%. RXN SMILES: [Cl:1][C:2]1[CH:3]=[C:4]([C:12]2[S:16][C:15]([C:17]3[C:18]([CH2:26][CH3:27])=[C:19]([CH2:23][CH:24]=O)[CH:20]=[CH:21][CH:22]=3)=[N:14][N:13]=2)[CH:5]=[CH:6][C:7]=1[O:8][CH:9]([CH3:11])[CH3:10].[NH:28]1[CH2:32][CH2:31][CH:30]([C:33]([OH:35])=[O:34])[CH2:29]1.CC(O)=O.C(O[BH-](OC(=O)C)OC(=O)C)(=O)C.[Na+]>ClCCl.O>[Cl:1][C:2]1[CH:3]=[C:4]([C:12]2[S:16][C:15]([C:17]3[C:18]([CH2:26][CH3:27])=[C:19]([CH2:23][CH2:24][N:28]4[CH2:32][CH2:31][CH:30]([C:33]([OH:35])=[O:34])[CH2:29]4)[CH:20]=[CH:21][CH:22]=3)=[N:14][N:13]=2)[CH:5]=[CH:6][C:7]=1[O:8][CH:9]([CH3:11])[CH3:10] |f:3.4|. Procedure details: To a solution of [3-(5-{3-chloro-4-[(1-methylethyl)oxy]phenyl}-1,3,4-thiadiazol-2-yl)-2-ethylphenyl]acetaldehyde (D15) (73 mg) and 3-pyrrolidinecarboxylic acid (72.4 mg) in dichloromethane (DCM) (10 mL) stirred at room temperature was added AcOH (0.15 mL). The reaction mixture was stirred at room temperature for 10 min. Then sodium triacetoxyborohydride (66.6 mg) was added. Stirring continued for overnight. Water was added to quench the reaction, and DCM was removed by evaporation. The mixture w... The reactants are FC1=C(C=CC=C1[N+](=O)[O-])C (2-fluoro-1-methyl-3-nitrobenzene), BrN1C(CCC1=O)=O (N-bromosuccinimide), C(C1=CC=CC=C1)(=O)OOC(C1=CC=CC=C1)=O (Benzoyl peroxide). Run in C(Cl)(Cl)(Cl)Cl (carbon tetrachloride). Yields the product BrCC1=C(C(=CC=C1)[N+](=O)[O-])F (1-Bromomethyl-2-fluoro-3-nitrobenzene). Yield: 66.7%. Reaction SMILES: C(OOC(=O)C1C=CC=CC=1)(=O)C1C=CC=CC=1.[F:19][C:20]1[C:25]([N+:26]([O-:28])=[O:27])=[CH:24][CH:23]=[CH:22][C:21]=1[CH3:29].[Br:30]N1C(=O)CCC1=O>C(Cl)(Cl)(Cl)Cl>[Br:30][CH2:29][C:21]1[CH:22]=[CH:23][CH:24]=[C:25]([N+:26]([O-:28])=[O:27])[C:20]=1[F:19]. Reported procedure: Benzoyl peroxide (10.7 g, 44 mmol) was added under reflux under nitrogen atmosphere to a solution of 2-fluoro-1-methyl-3-nitrobenzene (compound 2a-1) (68.2 g, 440 mmol) and N-bromosuccinimide (95.0 g, 528 mmol) in carbon tetrachloride (1500 mL), and the mixture was stirred under reflux for 5 hours. Impurities were then removed by filtration, and a crude product was obtained by vacuum concentration. It was then purified by column chromatography (hexane), and the title compound (68.7 g, 65%) was o... Conditions: temperature 70 celsius, time 16 hour. Reagents/catalysts: O=C([O-])[O-].[Cs+].[Cs+] (cesium carbonate), [I-].[K+] (potassium iodide). The reactants are CC(Cl)c1cccnc1, COc1ccc(C(=O)O)cc1-c1ccc2nccn2c1. Product: COc1ccc(C(=O)OC(C)c2cccnc2)cc1-c1ccc2nccn2c1. Solvent: CN(C)C=O (DMF), CN(C)C=O (dmf), CN(C)C=O (DMF).